This data is from the Open Reaction Database (ORD), a public repository of structured organic reaction records. The task is: describe an organic reaction: reactants, conditions, products, and yield The reactants are [Si](C)(C)(C(C)(C)C)OCC1=CC2=C(C=N1)N=CN2C2=CC(=C(S2)C(=O)OC)O (methyl 5-[6-({[tert-butyl(dimethyl)silyl]oxy}methyl)-1H-imidazo[4,5-c]pyridin-1-yl]-3-hydroxythiophene-2-carboxylate), N(=NC(=O)OC(C)(C)C)C(=O)OC(C)(C)C (di-tert-butyl azodicarboxylate), ClC1=C(C=CC=C1)C(CC)O (1-(2-chlorophenyl)propan-1-ol), C1(=CC=CC=C1)P(C1=CC=CC=C1)C1=CC=CC=C1 (triphenylphosphine). Solvent: ClCCl (dichloromethane). Product: [Si](C)(C)(C(C)(C)C)OCC1=CC2=C(C=N1)N=CN2C2=CC(=C(S2)C(=O)OC)OC(CC)C2=C(C=CC=C2)Cl (Methyl 5-[6-({[tert-butyl(dimethyl)silyl]oxy}methyl)-1H-imidazo[4,5-c]pyridin-1-yl]-3-{[1-(2-chlorophenyl)propyl]oxy}thiophene-2-carboxylate). As a reaction SMILES: [Si:1]([O:8][CH2:9][C:10]1[N:15]=[CH:14][C:13]2[N:16]=[CH:17][N:18]([C:19]3[S:23][C:22]([C:24]([O:26][CH3:27])=[O:25])=[C:21]([OH:28])[CH:20]=3)[C:12]=2[CH:11]=1)([C:4]([CH3:7])([CH3:6])[CH3:5])([CH3:3])[CH3:2].[Cl:29][C:30]1[CH:35]=[CH:34][CH:33]=[CH:32][C:31]=1[CH:36](O)[CH2:37][CH3:38].C1(P(C2C=CC=CC=2)C2C=CC=CC=2)C=CC=CC=1.N(C(OC(C)(C)C)=O)=NC(OC(C)(C)C)=O>ClCCl>[Si:1]([O:8][CH2:9][C:10]1[N:15]=[CH:14][C:13]2[N:16]=[CH:17][N:18]([C:19]3[S:23][C:22]([C:24]([O:26][CH3:27])=[O:25])=[C:21]([O:28][CH:36]([C:31]4[CH:32]=[CH:33][CH:34]=[CH:35][C:30]=4[Cl:29])[CH2:37][CH3:38])[CH:20]=3)[C:12]=2[CH:11]=1)([C:4]([CH3:5])([CH3:6])[CH3:7])([CH3:2])[CH3:3]. Procedure details: In a similar manner as described for example B31, 3.0 g of methyl 5-[6-({[tert-butyl(dimethyl)silyl]oxy}methyl)-1H-imidazo[4,5-c]pyridin-1-yl]-3-hydroxythiophene-2-carboxylate, 1.83 g of 1-(2-chlorophenyl)propan-1-ol, 4.76 g of triphenylphosphine (polymer bound, ˜3 mmol/g) and 3.29 g of di-tert-butyl azodicarboxylate in 85 ml anhydrous dichloromethane yield the title compound. The reactants are CCO, CCOC(=O)c1cn(C)c2cnc3c(N4CCC(O)(c5cccc(C(F)(F)F)c5)CC4)c(F)ccc3c2c1=O, [K+], [OH-], O. Product: Cn1cc(C(=O)O)c(=O)c2c3ccc(F)c(N4CCC(O)(c5cccc(C(F)(F)F)c5)CC4)c3ncc21. As a reaction SMILES: [CH3:42][CH2:43][OH:44].[F:3][c:4]1[c:5]([N:25]2[CH2:26][CH2:27][C:28]([c:31]3[cH:32][c:33]([C:37]([F:38])([F:39])[F:40])[cH:34][cH:35][cH:36]3)([OH:41])[CH2:29][CH2:30]2)[c:6]2[c:7]([c:8]3[c:9](=[O:22])[c:10]([C:17](=[O:18])[O:19][CH2:20][CH3:21])[cH:11][n:12]([CH3:16])[c:13]3[cH:14][n:15]2)[cH:23][cH:24]1.[K+:2].[OH-:1].[OH2:45]>>[F:3][c:4]1[c:5]([N:25]2[CH2:26][CH2:27][C:28]([c:31]3[cH:32][c:33]([C:37]([F:38])([F:39])[F:40])[cH:34][cH:35][cH:36]3)([OH:41])[CH2:29][CH2:30]2)[c:6]2[c:7]([c:8]3[c:9](=[O:22])[c:10]([C:17](=[O:18])[OH:19])[cH:11][n:12]([CH3:16])[c:13]3[cH:14][n:15]2)[cH:23][cH:24]1. Starting materials: P(=O)(OCC(COC(NCCCCCCCCCCCCCCCCC)=O)OC1=NOC=C1)(OCCBr)[O-] ((2RS)-3-(N-heptadecylcarbamoyloxy)-2-(3-isoxazolyloxy)propyl 2-bromoethyl phosphate), N1=CC=CC=C1 (pyridine). Product: P(=O)(OCC(COC(NCCCCCCCCCCCCCCCCC)=O)OC1=NOC=C1)(OCC[N+]1=CC=CC=C1)[O-] ((2RS)-3-(N-Heptadecylcarbamoyloxy)-2-(3-isoxazolyloxy)propyl 2-pyridinioethyl phosphate). As a reaction SMILES: [P:1]([O-:38])([O:34][CH2:35][CH2:36]Br)([O:3][CH2:4][CH:5]([O:28][C:29]1[CH:33]=[CH:32][O:31][N:30]=1)[CH2:6][O:7][C:8](=[O:27])[NH:9][CH2:10][CH2:11][CH2:12][CH2:13][CH2:14][CH2:15][CH2:16][CH2:17][CH2:18][CH2:19][CH2:20][CH2:21][CH2:22][CH2:23][CH2:24][CH2:25][CH3:26])=[O:2].[N:39]1[CH:44]=[CH:43][CH:42]=[CH:41][CH:40]=1>>[P:1]([O-:38])([O:34][CH2:35][CH2:36][N+:39]1[CH:44]=[CH:43][CH:42]=[CH:41][CH:40]=1)([O:3][CH2:4][CH:5]([O:28][C:29]1[CH:33]=[CH:32][O:31][N:30]=1)[CH2:6][O:7][C:8](=[O:27])[NH:9][CH2:10][CH2:11][CH2:12][CH2:13][CH2:14][CH2:15][CH2:16][CH2:17][CH2:18][CH2:19][CH2:20][CH2:21][CH2:22][CH2:23][CH2:24][CH2:25][CH3:26])=[O:2]. Procedure: 0.800 g of (2RS)-3-(N-heptadecylcarbamoyloxy)-2-(3-isoxazolyloxy)propyl 2-bromoethyl phosphate [prepared as described in Example 11(a)] was reacted with pyridine in a similar manner to that described in Example 3, to afford 0.549 g of the title compound as a viscous resinous material. The reactants are CNC, CCC(C)c1nnc(SC)n(N)c1=O. The product is CCC(C)c1nnc(N(C)C)n(N)c1=O. Reaction SMILES: [CH3:15][NH:16][CH3:17].[NH2:1][n:2]1[c:3]([S:13][CH3:14])[n:4][n:5][c:6]([CH:9]([CH3:10])[CH2:11][CH3:12])[c:7]1=[O:8]>>[NH2:1][n:2]1[c:3]([N:16]([CH3:15])[CH3:17])[n:4][n:5][c:6]([CH:9]([CH3:10])[CH2:11][CH3:12])[c:7]1=[O:8]. Reactants: Cl (HCl), C(C1=CC=CC=C1)(=O)NC1=C2NC=NC2=NC=N1 (6-N-benzoyladenine), C1CCOC1 (THF), [Li+].[OH-] (LiOH), C(C1=CC=CC=C1)(=O)NC1=C2NC=NC2=NC=N1 (6-N-benzoyladenine), CCOC(=O)C (EtOAc). Solvent: [Na+].[Cl-] (NaCl), C(Cl)Cl (DCM), [Cl-].[Na+].O (brine). Conditions: temperature 0 celsius. The product is C(C1=CC=CC=C1)O[C@@H]1[C@H]2O[C@H]([C@H]1OC2)N2C1=NC=NC(=C1N=C2)NC(C2=CC=CC=C2)=O ((1S,3R,4S,7R)-7-benzyloxy-3-(6-N-benzoyladenin-9-yl)-2,5-dioxabicyclo[2.2.1]heptane). RXN SMILES: [C:1]([NH:9][C:10]1[N:18]=[CH:17][N:16]=[C:15]2[C:11]=1[NH:12][CH:13]=[N:14]2)(=[O:8])[C:2]1[CH:7]=[CH:6][CH:5]=[CH:4][CH:3]=1.[Li+].[OH-:20].Cl.[CH3:22][CH2:23][O:24][C:25]([CH3:27])=O.[CH2:28]1[CH2:32][O:31][CH2:30]C1>[Na+].[Cl-].C(Cl)Cl.[Cl-].[Na+].O>[CH2:23]([O:24][C@H:25]1[C@@H:27]2[O:20][CH2:28][C@@H:32]1[O:31][C@H:30]2[N:14]1[CH:13]=[N:12][C:11]2[C:15]1=[N:16][CH:17]=[N:18][C:10]=2[NH:9][C:1](=[O:8])[C:2]1[CH:7]=[CH:6][CH:5]=[CH:4][CH:3]=1)[C:22]1[CH:6]=[CH:7][CH:2]=[CH:3][CH:4]=1 |f:1.2,6.7,9.10.11|. Procedure details: Pure 62 (100 mg, 0.128 mmol) was dissolved in THF (7 ml), cooled to 0° C. and added 1 M LiOH (1.3 ml, 10 equiv.). The reaction mixture was allowed to slowly reach r.t. When LCMS confirmed full conversion of 62 to 63, the reaction was neutralized with 1 M HCl satd. with NaCl (1.3 ml), diluted with DCM (20 ml) and brine (10 ml). Layers were separated and the aqueous layer was extracted with DCM (2×20 ml). Comb. organic layers were dried (Na2SO4), filtered and the solvent removed in vacuo to afford...